This data is from the Open Reaction Database (ORD), a public repository of structured organic reaction records. The task is: describe an organic reaction: reactants, conditions, products, and yield Starting materials: CCc1nc(C(=O)NN)c(OC)cc1OC, CCO, Cn1ccc2cc(N=C=S)ccc21. The product is CCc1nc(C(=O)NNC(=S)Nc2ccc3c(ccn3C)c2)c(OC)cc1OC. As a reaction SMILES: [CH2:1]([CH3:2])[c:3]1[c:4]([O:15][CH3:16])[cH:5][c:6]([O:13][CH3:14])[c:7]([C:9](=[O:10])[NH:11][NH2:12])[n:8]1.[CH3:30][CH2:31][OH:32].[N:17](=[C:18]=[S:19])[c:20]1[cH:21][c:22]2[cH:23][cH:24][n:25]([CH3:29])[c:26]2[cH:27][cH:28]1>>[CH2:1]([CH3:2])[c:3]1[c:4]([O:15][CH3:16])[cH:5][c:6]([O:13][CH3:14])[c:7]([C:9](=[O:10])[NH:11][NH:12][C:18]([NH:17][c:20]2[cH:21][c:22]3[cH:23][cH:24][n:25]([CH3:29])[c:26]3[cH:27][cH:28]2)=[S:19])[n:8]1. The reactants are C(C)C=1C=C(C=CC1)N1CCN(CC1)CC1=CC=C(C=C1)[N+](=O)[O-] (1-(3-ethylphenyl)-4-(p-nitrobenzyl)piperazine). Reagents/catalysts: [Cl-].[Cl-].[Cl-].[Ti+3] (titanium trichloride). Yields the product C(C)C=1C=C(C=CC1)N1CCN(CC1)CC1=CC=C(C=C1)N (1-(3-ethylphenyl)-4-[(4-aminophenyl)methyl]piperazine). Reaction SMILES: [CH2:1]([C:3]1[CH:4]=[C:5]([N:9]2[CH2:14][CH2:13][N:12]([CH2:15][C:16]3[CH:21]=[CH:20][C:19]([N+:22]([O-])=O)=[CH:18][CH:17]=3)[CH2:11][CH2:10]2)[CH:6]=[CH:7][CH:8]=1)[CH3:2]>[Cl-].[Cl-].[Cl-].[Ti+3]>[CH2:1]([C:3]1[CH:4]=[C:5]([N:9]2[CH2:10][CH2:11][N:12]([CH2:15][C:16]3[CH:17]=[CH:18][C:19]([NH2:22])=[CH:20][CH:21]=3)[CH2:13][CH2:14]2)[CH:6]=[CH:7][CH:8]=1)[CH3:2] |f:1.2.3.4|. Procedure: In the manner given in Example 1B, 1-(3-ethylphenyl)-4-(p-nitrobenzyl)piperazine is reduced with aqueous titanium trichloride to give 1-(3-ethylphenyl)-4-[(4-aminophenyl)methyl]piperazine.